From a dataset of the Open Reaction Database (ORD), a public repository of structured organic reaction records. describe an organic reaction: reactants, conditions, products, and yield Run in Cl (HCl), O1CCOCC1 (dioxane). Procedure: 49.8 mg (0.10 mmol) of 6-[4-(1H-imidazol-2-ylcarbamoyl)-1H-benzoimidazol-2-ylcarbamoyl]-3,4-dihydro-1H-isoquinoline-2-carboxylic acid tert-butyl ester in 2 mL of 4 N HCl in dioxane was stirred at r.t. for 2 h. Evaporation of solvents in vacuo gave 1,2,3,4-tetrahydro-isoquinoline-6-carboxylic acid [4-(1H-imidazol-2-ylcarbamoyl)-1H-benzoimidazol-2-yl]-amide in quantitative yield. LCMS: 402 (M+1)+. The product is N1C(=NC=C1)NC(=O)C1=CC=CC=2NC(=NC21)NC(=O)C=2C=C1CCNCC1=CC2 (1,2,3,4-tetrahydro-isoquinoline-6-carboxylic acid [4-(1H-imidazol-2-ylcarbamoyl)-1H-benzoimidazol-2-yl]-amide). The reactants are C(C)(C)(C)OC(=O)N1CC2=CC=C(C=C2CC1)C(NC1=NC2=C(N1)C=CC=C2C(NC=2NC=CN2)=O)=O (6-[4-(1H-imidazol-2-ylcarbamoyl)-1H-benzoimidazol-2-ylcarbamoyl]-3,4-dihydro-1H-isoquinoline-2-carboxylic acid tert-butyl ester). Reaction SMILES: C(OC([N:8]1[CH2:17][CH2:16][C:15]2[C:10](=[CH:11][CH:12]=[C:13]([C:18](=[O:37])[NH:19][C:20]3[NH:24][C:23]4[CH:25]=[CH:26][CH:27]=[C:28]([C:29](=[O:36])[NH:30][C:31]5[NH:32][CH:33]=[CH:34][N:35]=5)[C:22]=4[N:21]=3)[CH:14]=2)[CH2:9]1)=O)(C)(C)C>Cl.O1CCOCC1>[NH:32]1[CH:33]=[CH:34][N:35]=[C:31]1[NH:30][C:29]([C:28]1[C:22]2[N:21]=[C:20]([NH:19][C:18]([C:13]3[CH:14]=[C:15]4[C:10](=[CH:11][CH:12]=3)[CH2:9][NH:8][CH2:17][CH2:16]4)=[O:37])[NH:24][C:23]=2[CH:25]=[CH:26][CH:27]=1)=[O:36]. Starting materials: CS(=O)(=O)O (Methanesulphonic acid), C(C1=CC=CC=C1)(C1=CC=CC=C1)OC(=O)C=1N2C(C(C2SCC1C1=CN=C(S1)NC=1C=NC=CC1)NC(=O)OC(C)(C)C)=O (2-benzhydryloxycarbonyl-7-t-butoxycarbonylamino-3-[2-(pyridin-3-yl-amino)thiazol-5-yl]-8-oxo-5-thia-1-azabicyclo[4.2.0]oct-2-ene), C([O-])(O)=O.[Na+] (sodium bicarbonate). Run in C(C)#N (acetonitrile). Conditions: time 5 minute. Yields the product NC1C2SCC(=C(N2C1=O)C(=O)OC(C1=CC=CC=C1)C1=CC=CC=C1)C1=CN=C(S1)NC=1C=NC=CC1 (7-amino-2-benzhydryloxycarbonyl-3-[2-(pyridin-3-yl-amino)thiazol-5-yl]-8-oxo-5-thia-1-azabicyclo-[4.2.0]oct-2-ene). The yield is 88.1%. Reaction SMILES: CS(O)(=O)=O.[CH:6]([O:19][C:20]([C:22]1[N:23]2[CH:26]([S:27][CH2:28][C:29]=1[C:30]1[S:34][C:33]([NH:35][C:36]3[CH:37]=[N:38][CH:39]=[CH:40][CH:41]=3)=[N:32][CH:31]=1)[CH:25]([NH:42]C(OC(C)(C)C)=O)[C:24]2=[O:50])=[O:21])([C:13]1[CH:18]=[CH:17][CH:16]=[CH:15][CH:14]=1)[C:7]1[CH:12]=[CH:11][CH:10]=[CH:9][CH:8]=1.C(=O)(O)[O-].[Na+]>C(#N)C>[NH2:42][CH:25]1[C:24](=[O:50])[N:23]2[CH:26]1[S:27][CH2:28][C:29]([C:30]1[S:34][C:33]([NH:35][C:36]3[CH:37]=[N:38][CH:39]=[CH:40][CH:41]=3)=[N:32][CH:31]=1)=[C:22]2[C:20]([O:19][CH:6]([C:7]1[CH:8]=[CH:9][CH:10]=[CH:11][CH:12]=1)[C:13]1[CH:18]=[CH:17][CH:16]=[CH:15][CH:14]=1)=[O:21] |f:2.3|. Reported procedure: Methanesulphonic acid (37.7 cc) is added in the course of 5 minutes to a solution of 2-benzhydryloxycarbonyl-7-t-butoxycarbonylamino-3-[2-(pyridin-3-yl-amino)thiazol-5-yl]-8-oxo-5-thia-1-azabicyclo[4.2.0]oct-2-ene (37.22 g) in acetonitrile (372 cc). The mixture is stirred for 5 minutes and the reaction solution is then added to a mixture of a saturated solution of sodium bicarbonate (870 cc), distilled water (1,740 cc) and methylene chloride (580 cc). The mixture is stirred for 10 minutes and th... Starting materials: O=C([O-])O, CC(=O)Cl, CCOC(C)=O, CC(C)=O, Cc1ccn2c(C)c(CCc3ccc(N)c(O)c3)nc2c1, [Na+], C1CCOC1, O. Product: CC(=O)Nc1ccc(CCc2nc3cc(C)ccn3c2C)cc1O. RXN SMILES: [C:26](=[O:27])([OH:28])[O-:29].[CH3:1][C:2]([Cl:3])=[O:4].[CH3:31][CH2:32][O:33][C:34](=[O:35])[CH3:36].[CH3:37][C:38](=[O:39])[CH3:40].[NH2:5][c:6]1[c:7]([OH:25])[cH:8][c:9]([CH2:12][CH2:13][c:14]2[n:15][c:16]3[n:17]([cH:18][cH:19][c:20]([CH3:22])[cH:21]3)[c:23]2[CH3:24])[cH:10][cH:11]1.[Na+:30].[O:42]1[CH2:43][CH2:44][CH2:45][CH2:46]1.[OH2:41]>>[CH3:1][C:2](=[O:4])[NH:5][c:6]1[c:7]([OH:25])[cH:8][c:9]([CH2:12][CH2:13][c:14]2[n:15][c:16]3[n:17]([cH:18][cH:19][c:20]([CH3:22])[cH:21]3)[c:23]2[CH3:24])[cH:10][cH:11]1. Reactants: O.NN (Hydrazine monohydrate), C(C)(C)(C)OC(=O)N1CC(N(CC1)CCCN1C(C=2C(C1=O)=CC=CC2)=O)=O (4-tert-butoxycarbonyl-1-(3-phthalimidopropan-1-yl)-2-oxopiperazine). Solvent: C(C)O (ethanol). Product: NCCCN1C(CN(CC1)C(=O)OC(C)(C)C)=O (1-(3-aminopropan-1-yl)-4-tert-butoxycarbonyl-2-oxopiperazine). Isolated yield 90.6%. As a reaction SMILES: O.NN.[C:4]([O:8][C:9]([N:11]1[CH2:16][CH2:15][N:14]([CH2:17][CH2:18][CH2:19][N:20]2C(=O)C3=CC=CC=C3C2=O)[C:13](=[O:31])[CH2:12]1)=[O:10])([CH3:7])([CH3:6])[CH3:5]>C(O)C>[NH2:20][CH2:19][CH2:18][CH2:17][N:14]1[CH2:15][CH2:16][N:11]([C:9]([O:8][C:4]([CH3:6])([CH3:5])[CH3:7])=[O:10])[CH2:12][C:13]1=[O:31] |f:0.1|. Procedure details: Hydrazine monohydrate (1.75 g, 46.6 mmol) was added to a stirred solution of 4-tert-butoxycarbonyl-1-(3-phthalimidopropan-1-yl)-2-oxopiperazine (9.02 g, 23.3 mmol) in ethanol (50 ml) at room temperature. The reaction mixture was refluxed for 1 hour. The precipitates were removed off by filtration and the filtrate was concentrated in vacuo. The residue was dissolved in 2N-sodium hydroxide and extracted with chloroform. The extract was washed with brine, dried over MgSO4 and concentrated in vacuo ... Starting materials: ClC1=NC(=C(C(=N1)Cl)F)CC (2,4-dichloro-6-ethyl-5-fluoropyrimidine), C(C)(=O)[O-].[Na+] (sodium acetate). The reagents and catalysts are [Pd] (palladium-on-charcoal). Solvent: CO (methanol). Reaction conditions: time 5 hour. Yields the product C(C)C1=NC=NC=C1F (4-Ethyl-5-fluoropyrimidine). Yield: 34.0%. RXN SMILES: Cl[C:2]1[N:7]=[C:6](Cl)[C:5]([F:9])=[C:4]([CH2:10][CH3:11])[N:3]=1.C([O-])(=O)C.[Na+]>[Pd].CO>[CH2:10]([C:4]1[C:5]([F:9])=[CH:6][N:7]=[CH:2][N:3]=1)[CH3:11] |f:1.2|. Reported procedure: A mixture of 2,4-dichloro-6-ethyl-5-fluoropyrimidine (10 g) (see Preparation 7(iii)), sodium acetate (8.83 g), 5% palladium-on-charcoal (50% "wet", 2 g) and methanol (30 ml) was hydrogenated at 50° C. and 3 atmospheres pressure for 5 hours. The resulting slurry was filtered carefully through a cellulose-based filter-aid, the pad was washed with further methanol (5 ml) and the resulting orange filtrate was distilled at 64° C. and atmospheric pressure to provide a colourless distillate. This was p... Reactants: CC(=O)O, CC(C)(C(O)CCc1ccc(Cl)cc1)n1cccn1, O=[Cr](=O)(O)O, O. Product: CC(C)(C(=O)CCc1ccc(Cl)cc1)n1cccn1. As a reaction SMILES: [CH3:26][C:27](=[O:28])[OH:29].[Cl:6][c:7]1[cH:8][cH:9][c:10]([CH2:13][CH2:14][CH:15]([C:16]([CH3:17])([n:18]2[n:19][cH:20][cH:21][cH:22]2)[CH3:23])[OH:24])[cH:11][cH:12]1.[Cr:1]([OH:2])([OH:3])(=[O:4])=[O:5].[OH2:25]>>[Cl:6][c:7]1[cH:8][cH:9][c:10]([CH2:13][CH2:14][C:15]([C:16]([CH3:17])([n:18]2[n:19][cH:20][cH:21][cH:22]2)[CH3:23])=[O:24])[cH:11][cH:12]1. Reactants: [H][H] (hydrogen), ClC=1C(=CC(=C(C(=O)NCCN2CCC3(C(NCN3C3=CC=CC=C3)=O)CC2)C1)OC)[N+](=O)[O-] (5-chloro-2-methoxy-4-nitro-N-[2-(4-oxo-1-phenyl-1,3,8-triazaspiro[4,5] dec-8-yl)ethyl]benzamide). Reagents/catalysts: [Ni] (Raney-nickel). Solvent: C(C)(=O)O (acetic acid). Product: NC1=CC(=C(C(=O)NCCN2CCC3(C(NCN3C3=CC=CC=C3)=O)CC2)C=C1Cl)OC (4-amino-5-chloro-2-methoxy-N-[2-(4-oxo-1-phenyl-1,3,8-triazaspiro[4,5]-dec-8-yl)ethyl]benzamide). Reaction SMILES: [Cl:1][C:2]1[C:3]([N+:32]([O-])=O)=[CH:4][C:5]([O:30][CH3:31])=[C:6]([CH:29]=1)[C:7]([NH:9][CH2:10][CH2:11][N:12]1[CH2:28][CH2:27][C:15]2([N:19]([C:20]3[CH:25]=[CH:24][CH:23]=[CH:22][CH:21]=3)[CH2:18][NH:17][C:16]2=[O:26])[CH2:14][CH2:13]1)=[O:8].[H][H]>[Ni].C(O)(=O)C>[NH2:32][C:3]1[C:2]([Cl:1])=[CH:29][C:6]([C:7]([NH:9][CH2:10][CH2:11][N:12]2[CH2:13][CH2:14][C:15]3([N:19]([C:20]4[CH:25]=[CH:24][CH:23]=[CH:22][CH:21]=4)[CH2:18][NH:17][C:16]3=[O:26])[CH2:27][CH2:28]2)=[O:8])=[C:5]([O:30][CH3:31])[CH:4]=1. Procedure details: A mixture of 6 parts of 5-chloro-2-methoxy-4-nitro-N-[2-(4-oxo-1-phenyl-1,3,8-triazaspiro[4,5] dec-8-yl)ethyl]benzamide in 150 parts of acetic acid is hydrogenated at normal pressure and at room temperature with 1 part of Raney-nickel catalyst. After the calculated amount of hydrogen is taken up, the catalyst is filtered off and the filtrate is evaporated. The residue is taken up in water and the whole is alkalized. The precipitated product is filtered off and crystallized twice from ethanol, yi... Reactants: C1(=CC=CC=C1)C(C1=CC=CC=C1)=NC1=C(C=CC=C1)N1CN(C(=C1)C1(C2=C(N=CN1)SC=C2)N)C (4-{3-[(diphenylmethylene-amino]phenyl}-1-methyl-1H-imidazol-5-yl)thieno[2,3-d]pyrimidin-4-amine), solid, IC1=CC=C(C=C1)C=1N=CN(C1C1=CC2=C(N=CN=C2N)S1)C (6-[4-(4-Iodophenyl)-1-methyl-1H-imidazol-5-yl]thieno[2,3-d]pyrimidin-4-amine), IC1=CC=C(C=C1)C=1N=CN(C1C1=CC2=C(N=CN=C2N)S1)C (6-[4-(4-Iodophenyl)-1-methyl-1H-imidazol-5-yl]thieno[2,3-d]pyrimidin-4-amine). Procedure: The title compound was prepared by a similar process to that described for Intermediate 109 but using 6-[4-(4-iodophenyl)-1-methyl-1H-imidazol-5-yl]thieno[2,3-d]pyrimidin-4-amine (Intermediate 64) in place of 6-[4-(3-iodophenyl)-1-methyl-1H-imidazol-5-yl]thieno[2,3-d]pyrimidin-4-amine (Example 49). Colourless solid (31 mg, 64%); Product: C1(=CC=CC=C1)C(C1=CC=CC=C1)=NC1=CC=C(C=C1)C=1N=CN(C1C1=CC2=C(N=CN=C2N)S1)C (6-(4-{4-[(Diphenylmethylene)amino]phenyl}-1-methyl-1H-imidazol-5-yl)thieno[2,3-d]pyrimidin-4-amine). Reaction SMILES: [C:1]1([C:7](=[N:14][C:15]2[CH:20]=[CH:19][CH:18]=[CH:17][C:16]=2N2C=C(C3(N)NC=NC4SC=CC3=4)N(C)C2)[C:8]2[CH:13]=[CH:12][CH:11]=[CH:10][CH:9]=2)[CH:6]=[CH:5][CH:4]=[CH:3][CH:2]=1.IC1C=CC([C:44]2[N:45]=[CH:46][N:47]([CH3:59])[C:48]=2[C:49]2[S:58][C:52]3[N:53]=[CH:54][N:55]=[C:56]([NH2:57])[C:51]=3[CH:50]=2)=CC=1>>[C:1]1([C:7](=[N:14][C:15]2[CH:20]=[CH:19][C:18]([C:44]3[N:45]=[CH:46][N:47]([CH3:59])[C:48]=3[C:49]3[S:58][C:52]4[N:53]=[CH:54][N:55]=[C:56]([NH2:57])[C:51]=4[CH:50]=3)=[CH:17][CH:16]=2)[C:8]2[CH:13]=[CH:12][CH:11]=[CH:10][CH:9]=2)[CH:6]=[CH:5][CH:4]=[CH:3][CH:2]=1. The solvent is C1=CC=CC=C1 (benzene), C1=CC=CC=C1 (benzene). Starting materials: C1(CCCC1)C1=NN=C(S1)N=C=O (5-cyclopentyl-1,3,4-thiadiazol-2-yl isocyanate), dimethyl acetal, CNCC=O (2-methylaminoacetaldehyde). Procedure details: A mixture of 5-cyclopentyl-1,3,4-thiadiazol-2-yl isocyanate dimer (0.05 mole), the dimethyl acetal of 2-methylaminoacetaldehyde (0.1 mole) and benzene (60 ml) are charged into a glass reaction vessel equipped with a mechanical stirrer and reflux condenser. The reaction mixture is heated at reflux for a period of about 15 minutes. After this time the mixture is stripped of benzene under reduced pressure to yield a solid product as the residue. The residue is then recrystallized to yield the desir... The product is dimethyl acetal, CN(C(=O)NC=1SC(=NN1)C1CCCC1)CC=O (2-[1-methyl-3-(5-cyclopentyl-1,3,4-thiadiazol-2-yl)ureido]acetaldehyde). Reaction SMILES: [CH:1]1([C:6]2[S:10][C:9]([N:11]=[C:12]=[O:13])=[N:8][N:7]=2)[CH2:5][CH2:4][CH2:3][CH2:2]1.[CH3:14][NH:15][CH2:16][CH:17]=[O:18]>C1C=CC=CC=1>[CH3:14][N:15]([CH2:16][CH:17]=[O:18])[C:12]([NH:11][C:9]1[S:10][C:6]([CH:1]2[CH2:2][CH2:3][CH2:4][CH2:5]2)=[N:7][N:8]=1)=[O:13].